Dataset: the Open Reaction Database (ORD), a public repository of structured organic reaction records. Task: describe an organic reaction: reactants, conditions, products, and yield Yields the product COc1cc2nccc(Oc3ccc4ccc(NC(=O)Nc5cccc(F)c5)cc4c3)c2cc1OC. The reactants are C1CCOC1, COc1cc2nccc(Oc3ccc4ccc(N)cc4c3)c2cc1OC, O=C=Nc1cccc(F)c1. Reaction SMILES: [CH2:37]1[O:38][CH2:39][CH2:40][CH2:41]1.[CH3:1][O:2][c:3]1[cH:4][c:5]2[c:6]([O:15][c:16]3[cH:17][cH:18][c:19]4[cH:20][cH:21][c:22]([NH2:26])[cH:23][c:24]4[cH:25]3)[cH:7][cH:8][n:9][c:10]2[cH:11][c:12]1[O:13][CH3:14].[F:27][c:28]1[cH:29][c:30]([N:34]=[C:35]=[O:36])[cH:31][cH:32][cH:33]1>>[CH3:1][O:2][c:3]1[cH:4][c:5]2[c:6]([O:15][c:16]3[cH:17][cH:18][c:19]4[cH:20][cH:21][c:22]([NH:26][C:35]([NH:34][c:30]5[cH:29][c:28]([F:27])[cH:33][cH:32][cH:31]5)=[O:36])[cH:23][c:24]4[cH:25]3)[cH:7][cH:8][n:9][c:10]2[cH:11][c:12]1[O:13][CH3:14]. The reactants are COC=1C(=NC(=NC1)C1=NN(C2=CC=CC=C12)CC1=CC=C(C=C1)OC)NC1=CC=NC=C1 (5-methoxy-2-[1-(4-methoxybenzyl)-1H-indazol-3-yl]-N-(pyridin-4-yl)-pyrimidin-4-amine), [OH-].[Na+] (sodium hydroxide), FC(C(=O)O)(F)F (trifluoroacetic acid), FC(S(=O)(=O)O)(F)F (trifluoromethanesulfonic acid). The solvent is ClCCCl (1,2-dichloroethan). Conditions: time 3 day. The product is N1N=C(C2=CC=CC=C12)C1=NC=C(C(=N1)NC1=CC=NC=C1)OC (2-(1H-indazol-3-yl)-5-methoxy-N-(pyridin-4-yl)pyrimidin-4-amine). Reaction SMILES: [CH3:1][O:2][C:3]1[C:4]([NH:27][C:28]2[CH:33]=[CH:32][N:31]=[CH:30][CH:29]=2)=[N:5][C:6]([C:9]2[C:17]3[C:12](=[CH:13][CH:14]=[CH:15][CH:16]=3)[N:11](CC3C=CC(OC)=CC=3)[N:10]=2)=[N:7][CH:8]=1.FC(F)(F)C(O)=O.FC(F)(F)S(O)(=O)=O.[OH-].[Na+]>ClCCCl>[NH:11]1[C:12]2[C:17](=[CH:16][CH:15]=[CH:14][CH:13]=2)[C:9]([C:6]2[N:5]=[C:4]([NH:27][C:28]3[CH:33]=[CH:32][N:31]=[CH:30][CH:29]=3)[C:3]([O:2][CH3:1])=[CH:8][N:7]=2)=[N:10]1 |f:3.4|. Procedure details: 13.4 g of 5-methoxy-2-[1-(4-methoxybenzyl)-1H-indazol-3-yl]-N-(pyridin-4-yl)-pyrimidin-4-amine (1-5-1, 30.6 mmol, 1 eq.) was suspended in 121 ml of 1,2-dichloroethan. First 71 ml of trifluoroacetic acid (918 mmol, 30 eq.) were added dropwise, followed by 27 ml of trifluoromethanesulfonic acid (306 mmol, 10 eq.). The reaction mixture was stirred for three days under nitrogen atmosphere. The mixture was cooled with an ice bath to +3° C., upon which 2M aq. sodium hydroxide solution was added until ... The reactants are C1(CC1)NC(C1=CC(=C(C=C1)C)N1C(C(=NC=C1)NC(C)(C)C1=C(C=CC=C1)O)=O)=O (N-Cyclopropyl-3-[3-[[1-(2-hydroxyphenyl)-1-methylethyl]amino]-2-oxo-1(2H)-pyrazinyl]-4-methyl-benzamide), C([O-])([O-])=O.[K+].[K+] (potassium carbonate), ClCCN(C(OCC1=CC=CC=C1)=O)C (benzyl 2-chloroethyl(methyl)carbamate). Run in C(C)#N (acetonitrile). Run at temperature 85 celsius. Yields the product C1(CC1)NC(=O)C=1C=CC(=C(C1)N1C(C(=NC=C1)NC(C)(C)C1=C(OCCN(C(OCC2=CC=CC=C2)=O)C)C=CC=C1)=O)C (benzyl 2-(2-(2-(4-(5-(cyclopropylcarbamoyl)-2-methylphenyl)-3-oxo-3,4-dihydropyrazin-2-ylamino)propan-2-yl)phenoxy)ethyl(methyl)carbamate). The yield is 55.9%. Reaction SMILES: [CH:1]1([NH:4][C:5](=[O:31])[C:6]2[CH:11]=[CH:10][C:9]([CH3:12])=[C:8]([N:13]3[CH:18]=[CH:17][N:16]=[C:15]([NH:19][C:20]([C:23]4[CH:28]=[CH:27][CH:26]=[CH:25][C:24]=4[OH:29])([CH3:22])[CH3:21])[C:14]3=[O:30])[CH:7]=2)[CH2:3][CH2:2]1.C(=O)([O-])[O-].[K+].[K+].Cl[CH2:39][CH2:40][N:41]([CH3:52])[C:42](=[O:51])[O:43][CH2:44][C:45]1[CH:50]=[CH:49][CH:48]=[CH:47][CH:46]=1>C(#N)C>[CH:1]1([NH:4][C:5]([C:6]2[CH:11]=[CH:10][C:9]([CH3:12])=[C:8]([N:13]3[CH:18]=[CH:17][N:16]=[C:15]([NH:19][C:20]([C:23]4[CH:28]=[CH:27][CH:26]=[CH:25][C:24]=4[O:29][CH2:39][CH2:40][N:41]([CH3:52])[C:42](=[O:51])[O:43][CH2:44][C:45]4[CH:50]=[CH:49][CH:48]=[CH:47][CH:46]=4)([CH3:22])[CH3:21])[C:14]3=[O:30])[CH:7]=2)=[O:31])[CH2:3][CH2:2]1 |f:1.2.3|. Procedure: To N-cyclopropyl-3-(3-(2-(2-hydroxyphenyl)propan-2-ylamino)-2-oxopyrazin-1(2H)-yl)-4-methylbenzamide (Example 134, 4.3 g) in acetonitrile (5 mL) was added potassium carbonate (2.84 g) followed by benzyl 2-chloroethyl(methyl)carbamate (2.69 g) and the reaction heated at 85° C. for 16 h under nitrogen. After cooling to room temperature, the mixture was evaporated to dryness and the residue partitioned between water (20 mL) and DCM (20 mL). The aqueous layer was separated and further extracted into...